This data is from the Open Reaction Database (ORD), a public repository of structured organic reaction records. The task is: describe an organic reaction: reactants, conditions, products, and yield The reactants are ClC(Cl)(Cl)Cl, CCOC(=O)c1ccc(-c2ccccc2)c(C)c1, CC(C)(C#N)N=NC(C)(C)C#N, O=C1CCC(=O)N1Br. The product is CCOC(=O)c1ccc(-c2ccccc2)c(CBr)c1. Reaction SMILES: [C:39]([Cl:40])([Cl:41])([Cl:42])[Cl:43].[CH3:1][c:2]1[c:3](-[c:13]2[cH:14][cH:15][cH:16][cH:17][cH:18]2)[cH:4][cH:5][c:6]([C:8](=[O:9])[O:10][CH2:11][CH3:12])[cH:7]1.[N:27]([C:28]([CH3:29])([CH3:30])[C:31]#[N:32])=[N:33][C:34]([CH3:35])([CH3:36])[C:37]#[N:38].[O:19]=[C:20]1[N:21]([Br:26])[C:22](=[O:23])[CH2:24][CH2:25]1>>[CH2:1]([c:2]1[c:3](-[c:13]2[cH:14][cH:15][cH:16][cH:17][cH:18]2)[cH:4][cH:5][c:6]([C:8](=[O:9])[O:10][CH2:11][CH3:12])[cH:7]1)[Br:26].